This data is from the Open Reaction Database (ORD), a public repository of structured organic reaction records. The task is: describe an organic reaction: reactants, conditions, products, and yield The reactants are ClC=1C=C(C=CC1)C(=O)C=1C=NC2=C(C=CC=C2C1)Cl ((3-Chlorophenyl)(8-chloro-3-quinolinyl)methanone), N1(CCNCC1)C(=O)OC(C)(C)C (1,1-dimethylethyl 1-piperazinecarboxylate), C1(CCCCC1)P(C1=C(C=CC=C1)C1=C(C=CC=C1)N(C)C)C1CCCCC1 (2-dicyclohexylphosphino-2′-(N,N-dimethylamino)biphenyl), CC(C)([O-])C.[Na+] (sodium tert-butoxide). Reagents/catalysts: C=1C=CC(=CC1)/C=C/C(=O)/C=C/C2=CC=CC=C2.C=1C=CC(=CC1)/C=C/C(=O)/C=C/C2=CC=CC=C2.C=1C=CC(=CC1)/C=C/C(=O)/C=C/C2=CC=CC=C2.[Pd].[Pd] (tris(dibenzylideneacetone)dipalladium). Run in C1(=CC=CC=C1)C (toluene). Reaction conditions: temperature 150 celsius. Product: ClC=1C=C(C=CC1)C(=O)C=1C=NC2=C(C=CC=C2C1)N1CCN(CC1)C(=O)OC(C)(C)C (1,1-Dimethylethyl 4-{3-[(3-chlorophenyl)carbonyl]-8-quinolinyl}-1-piperazinecarboxylate). The yield is 38.6%. Reaction SMILES: [Cl:1][C:2]1[CH:3]=[C:4]([C:8]([C:10]2[CH:11]=[N:12][C:13]3[C:18]([CH:19]=2)=[CH:17][CH:16]=[CH:15][C:14]=3Cl)=[O:9])[CH:5]=[CH:6][CH:7]=1.[N:21]1([C:27]([O:29][C:30]([CH3:33])([CH3:32])[CH3:31])=[O:28])[CH2:26][CH2:25][NH:24][CH2:23][CH2:22]1.C1(P(C2CCCCC2)C2C=CC=CC=2C2C=CC=CC=2N(C)C)CCCCC1.CC(C)([O-])C.[Na+]>C1(C)C=CC=CC=1.C1C=CC(/C=C/C(/C=C/C2C=CC=CC=2)=O)=CC=1.C1C=CC(/C=C/C(/C=C/C2C=CC=CC=2)=O)=CC=1.C1C=CC(/C=C/C(/C=C/C2C=CC=CC=2)=O)=CC=1.[Pd].[Pd]>[Cl:1][C:2]1[CH:3]=[C:4]([C:8]([C:10]2[CH:11]=[N:12][C:13]3[C:18]([CH:19]=2)=[CH:17][CH:16]=[CH:15][C:14]=3[N:24]2[CH2:23][CH2:22][N:21]([C:27]([O:29][C:30]([CH3:33])([CH3:32])[CH3:31])=[O:28])[CH2:26][CH2:25]2)=[O:9])[CH:5]=[CH:6][CH:7]=1 |f:3.4,6.7.8.9.10|. Procedure details: A stirred suspension of (3-chlorophenyl)(8-chloro-3-quinolinyl)methanone (D5)(0.63 g, 2.1 mmol), 1,1-dimethylethyl 1-piperazinecarboxylate (0.43 g, 2.3 mmol), tris(dibenzylideneacetone)dipalladium (0) (0.058 g, 0.064 mmol), 2-dicyclohexylphosphino-2′-(N,N-dimethylamino)biphenyl (0.074 g, 0.19 mmol) and sodium tert-butoxide (0.22 g, 2.3 mmol) in degassed toluene (3.5 ml) was heated in a sealed tube at 150° C. for 10 mins in a microwave oven. The cooled reaction mixture was washed with water (20 m... The yield is 31.7%. Procedure: To a suspension of 60% sodium hydride (267.5 mg, 6.9 mmol) in N,N-dimethylformamide (2.5 mL) was added methanesulfonamide (655.5 mg, 6.9 mmol) at room temperature. The resulting mixture was stirred at 25° C. for 1 h to afford Solution A44. A solution of 4,4-dimethyl-2-[3-(1-methyl-1H-tetrazol-5-yl)-phenyl]-1,2,3,4-tetrahydro-quinoline-6-carboxylic acid (254.1 mg, 0.7 mmol) and 1,1′-carbonyldiimidazole (221.0 mg, 1.4 mmol) in N,N-dimethylformamide (2.0 mL) was stirred at 70° C. for 1 h and cooled... As a reaction SMILES: [H-].[Na+].[CH3:3][S:4]([NH2:7])(=[O:6])=[O:5].[CH3:8][C:9]1([CH3:34])[C:18]2[C:13](=[CH:14][CH:15]=[C:16]([C:19](O)=[O:20])[CH:17]=2)[NH:12][CH:11]([C:22]2[CH:27]=[CH:26][CH:25]=[C:24]([C:28]3[N:32]([CH3:33])[N:31]=[N:30][N:29]=3)[CH:23]=2)[CH2:10]1.C(N1C=CN=C1)(N1C=CN=C1)=O>CN(C)C=O.O>[CH3:8][C:9]1([CH3:34])[C:18]2[C:13](=[CH:14][CH:15]=[C:16]([C:19]([NH:7][S:4]([CH3:3])(=[O:6])=[O:5])=[O:20])[CH:17]=2)[NH:12][CH:11]([C:22]2[CH:27]=[CH:26][CH:25]=[C:24]([C:28]3[N:32]([CH3:33])[N:31]=[N:30][N:29]=3)[CH:23]=2)[CH2:10]1 |f:0.1|. Reaction conditions: temperature 25 celsius, time 1 hour. The solvent is O (water), CN(C=O)C (N,N-dimethylformamide), CN(C=O)C (N,N-dimethylformamide). The reactants are [H-].[Na+] (sodium hydride), CC1(CC(NC2=CC=C(C=C12)C(=O)O)C1=CC(=CC=C1)C1=NN=NN1C)C (4,4-dimethyl-2-[3-(1-methyl-1H-tetrazol-5-yl)-phenyl]-1,2,3,4-tetrahydro-quinoline-6-carboxylic acid), C(=O)(N1C=NC=C1)N1C=NC=C1 (1,1′-carbonyldiimidazole), CS(=O)(=O)N (methanesulfonamide). Product: CC1(CC(NC2=CC=C(C=C12)C(=O)NS(=O)(=O)C)C1=CC(=CC=C1)C1=NN=NN1C)C (N-{4,4-dimethyl-2-[3-(1-methyl-1H-tetrazol-5-yl)-phenyl]-1,2,3,4-tetrahydro-quinoline-6-carbonyl}-methanesulfonamide). The reactants are ClC1=C(OC2=CC(=C(C=C2)[N+](=O)[O-])[N+](=O)[O-])C=CC(=C1)C(F)(F)F (4-(2-chloro-4-trifluoromethylphenoxy)-1,2-dinitrobenzene), OCP(OCC)(OCC)=O (diethyl hydroxymethylphosphonate), C([O-])([O-])=O.[K+].[K+] (potassium carbonate). Solvent: CC(CC)=O (2-butanone). Yields the product [N+](=O)([O-])C1=C(OCP(OCC)(OCC)=O)C=C(C=C1)OC1=C(C=C(C=C1)C(F)(F)F)Cl (diethyl 2-nitro-5-(2-chloro-4-trifluoromethylphenoxy)phenoxymethyl-phosphonate). As a reaction SMILES: [Cl:1][C:2]1[CH:20]=[C:19]([C:21]([F:24])([F:23])[F:22])[CH:18]=[CH:17][C:3]=1[O:4][C:5]1[CH:10]=[CH:9][C:8]([N+:11]([O-:13])=[O:12])=[C:7]([N+]([O-])=O)[CH:6]=1.[OH:25][CH2:26][P:27](=[O:34])([O:31][CH2:32][CH3:33])[O:28][CH2:29][CH3:30].C(=O)([O-])[O-].[K+].[K+]>CC(=O)CC>[N+:11]([C:8]1[CH:9]=[CH:10][C:5]([O:4][C:3]2[CH:17]=[CH:18][C:19]([C:21]([F:24])([F:23])[F:22])=[CH:20][C:2]=2[Cl:1])=[CH:6][C:7]=1[O:25][CH2:26][P:27](=[O:34])([O:31][CH2:32][CH3:33])[O:28][CH2:29][CH3:30])([O-:13])=[O:12] |f:2.3.4|. Reported procedure: A mixture of 4-(2-chloro-4-trifluoromethylphenoxy)-1,2-dinitrobenzene (500 mg, 1.38 mmol), diethyl hydroxymethylphosphonate (295 mg, 1.66 mmol) and potassium carbonate (285 mg, 2.07 mmol) in 2-butanone (5 ml) is heated under reflux for 6 hours. After cooling, the reaction mixture is filtered, and the filtrate is concentrated to dryness. The crude product is purified by preparative thin layer chromatography (prep. TLC) (silica gel, developed with 50% ethyl acetate/hexane) to give diethyl 2-nitro-... Reaction SMILES: C(OC([N:8]([CH2:21][CH:22]1[CH:27]([C:28]2[CH:33]=[CH:32][CH:31]=[C:30]([F:34])[CH:29]=2)[CH2:26][CH2:25][N:24]([C:35]([NH:37][C:38]2[CH:46]=[CH:45][C:41]([C:42]([OH:44])=[O:43])=[CH:40][CH:39]=2)=[O:36])[CH2:23]1)[C@@H:9]([C:11]1[C:20]2[C:15](=[CH:16][CH:17]=[CH:18][CH:19]=2)[CH:14]=[CH:13][CH:12]=1)[CH3:10])=O)(C)(C)C.[ClH:47].O1CCOCC1>>[ClH:47].[F:34][C:30]1[CH:29]=[C:28]([CH:27]2[CH2:26][CH2:25][N:24]([C:35]([NH:37][C:38]3[CH:39]=[CH:40][C:41]([C:42]([OH:44])=[O:43])=[CH:45][CH:46]=3)=[O:36])[CH2:23][CH:22]2[CH2:21][NH:8][C@@H:9]([C:11]2[C:20]3[C:15](=[CH:16][CH:17]=[CH:18][CH:19]=3)[CH:14]=[CH:13][CH:12]=2)[CH3:10])[CH:33]=[CH:32][CH:31]=1 |f:1.2,3.4|. The reactants are C(C)(C)(C)OC(=O)N([C@H](C)C1=CC=CC2=CC=CC=C12)CC1CN(CCC1C1=CC(=CC=C1)F)C(=O)NC1=CC=C(C(=O)O)C=C1 (4-({[3-({(tert-butoxycarbonyl)[(1R)-1-(1-naphthyl)ethyl]amino}methyl)-4-(3-fluorophenyl)piperidin-1-yl]carbonyl}amino)benzoic acid), Cl.O1CCOCC1 (hydrogen chloride 1,4-dioxane). Procedure: To 354 mg of 4-({[3-({(tert-butoxycarbonyl)[(1R)-1-(1-naphthyl)ethyl]amino}methyl)-4-(3-fluorophenyl)piperidin-1-yl]carbonyl}amino)benzoic acid was added 2.0 mL of a 4 M hydrogen chloride/1,4-dioxane solution, followed by stirring at room temperature for 2 hours. The reaction mixture was concentrated under reduced pressure, and to the residue was added isopropanol, followed by heating for dissolution. Diisopropylether was added dropwise thereto, and the precipitate was isolated by filtration, an... Yields the product Cl.FC=1C=C(C=CC1)C1C(CN(CC1)C(=O)NC1=CC=C(C(=O)O)C=C1)CN[C@H](C)C1=CC=CC2=CC=CC=C12 (4-({[4-(3-fluorophenyl)-3-({[(1R)-1-(1-naphthyl)ethyl]amino}methyl)piperidin-1-yl]carbonyl}amino)benzoic acid hydrochloride). Conditions: time 2 hour.